describe an organic reaction: reactants, conditions, products, and yield From a dataset of the Open Reaction Database (ORD), a public repository of structured organic reaction records. Reactants: [OH-].[Na+] (sodium hydroxide), O (water), Cl (hydrochloric acid), C(C)(=O)OC=1C=C(C=CC1OC(C)=O)C=CC(CCCCCC)=O (1-(3,4-diacetoxyphenyl)-1-nonen-3-one). Solvent: CO (methanol). Run at time 30 minute. Yields the product OC=1C=C(C=CC1O)C=CC(CCCCCC)=O (1-(3,4-dihydroxyphenyl)-1-nonen-3-one). Isolated yield 93.5%. As a reaction SMILES: C([O:4][C:5]1[CH:6]=[C:7]([CH:15]=[CH:16][C:17](=[O:24])[CH2:18][CH2:19][CH2:20][CH2:21][CH2:22][CH3:23])[CH:8]=[CH:9][C:10]=1[O:11]C(=O)C)(=O)C.[OH-].[Na+].O.Cl>CO>[OH:4][C:5]1[CH:6]=[C:7]([CH:15]=[CH:16][C:17](=[O:24])[CH2:18][CH2:19][CH2:20][CH2:21][CH2:22][CH3:23])[CH:8]=[CH:9][C:10]=1[OH:11] |f:1.2|. Procedure: In 10 ml of methanol was dissolved 830 mg of 1-(3,4-diacetoxyphenyl)-1-nonen-3-one and after adding 7.5 ml of an aqueous 1N-sodium hydroxide solution to the solution, the mixture was stirred for 30 minutes at room temperature. Then, the reaction mixture was ice-cooled and after adding thereto 25 ml of water, the mixture was acidified with the addition of 5 ml of an aqueous 1N-hydrochloric acid solution to form crystals, which were collected by filtration and washed with water to provide 580 mg o... Starting materials: CC(C)(C)OC(=O)Nc1ccc(CBr)cn1, O=C([O-])[O-], CC1(C)NCCNC1=O, [Cs+], [Cs+], CN(C)C=O. Product: CC(C)(C)OC(=O)Nc1ccc(CN2CCNC(=O)C2(C)C)cn1. As a reaction SMILES: [C:1]([CH3:2])([CH3:3])([CH3:4])[O:5][C:6]([NH:7][c:8]1[n:9][cH:10][c:11]([CH2:14][Br:15])[cH:12][cH:13]1)=[O:16].[C:26](=[O:27])([O-:28])[O-:29].[CH3:17][C:18]1([CH3:25])[C:19](=[O:24])[NH:20][CH2:21][CH2:22][NH:23]1.[Cs+:30].[Cs+:31].[O:32]=[CH:33][N:34]([CH3:35])[CH3:36]>>[C:1]([CH3:2])([CH3:3])([CH3:4])[O:5][C:6]([NH:7][c:8]1[n:9][cH:10][c:11]([CH2:14][N:23]2[C:18]([CH3:17])([CH3:25])[C:19](=[O:24])[NH:20][CH2:21][CH2:22]2)[cH:12][cH:13]1)=[O:16]. Reactants: C([O-])([O-])=O.[K+].[K+] (Potassium carbonate), CI (methyl iodide), CN(C=O)C (N,N-dimethylformamide), ClC1=CC=C(C=C1)N1N=CC(=C1C)C(=O)O (1-(4-chlorophenyl)-5-methyl-1H-pyrazole-4-carboxylic acid), C([O-])([O-])=O.[K+].[K+] (Potassium carbonate), CI (methyl iodide). The solvent is O (water). Run at time 5 hour. Yields the product COC(=O)C=1C=NN(C1C)C1=CC=C(C=C1)Cl (1-(4-chlorophenyl)-5-methyl-1H-pyrazole-4-carboxylic acid methyl ester). The yield is 99.1%. Reaction SMILES: [C:1](=O)([O-])[O-].[K+].[K+].CI.CN(C)C=O.[Cl:14][C:15]1[CH:20]=[CH:19][C:18]([N:21]2[C:25]([CH3:26])=[C:24]([C:27]([OH:29])=[O:28])[CH:23]=[N:22]2)=[CH:17][CH:16]=1>O>[CH3:1][O:28][C:27]([C:24]1[CH:23]=[N:22][N:21]([C:18]2[CH:17]=[CH:16][C:15]([Cl:14])=[CH:20][CH:19]=2)[C:25]=1[CH3:26])=[O:29] |f:0.1.2|. Procedure details: Potassium carbonate (8.76 g) and methyl iodide (3.15 ml) were added to a N,N-dimethylformamide solution (42 ml) of 1-(4-chlorophenyl)-5-methyl-1H-pyrazole-4-carboxylic acid (10.0 g) in Reference Example 3 at room temperature and stirred for five hours. Potassium carbonate (4.08 g) and methyl iodide (2.1 ml) were subsequently added and the mixture was stirred further for three hours at room temperature. After completion of the reaction, water (200 ml) was added and the precipitated solid was coll...